From a dataset of the Open Reaction Database (ORD), a public repository of structured organic reaction records. describe an organic reaction: reactants, conditions, products, and yield Starting materials: C1CCN(CC1)C(=O)N=NC(=O)N2CCCCC2 (ADDP), C(CCC)P(CCCC)CCCC (tri-n-butylphosphine), COC(CC1=C(SC2=C1C(=CC(=C2)O)Cl)C)=O (methyl(4-chloro-6-hydroxy-2-methyl-1-benzothiophen-3-yl)acetate), CC1=NC(=CC=C1CO)C(F)(F)F ((2-methyl-6-(trifluoromethyl)pyridin-3-yl)methanol). Solvent: C1CCOC1 (THF). Reaction conditions: time 1 hour. Product: COC(CC1=C(SC2=C1C(=CC(=C2)OCC=2C(=NC(=CC2)C(F)(F)F)C)Cl)C)=O (Methyl(4-chloro-2-methyl-6-((2-methyl-6-(trifluoromethyl)pyridin-3-yl)methoxy)-1-benzothiophen-3-yl)acetate). The yield is 66.6%. RXN SMILES: C(P(CCCC)CCCC)CCC.[CH3:14][O:15][C:16](=[O:30])[CH2:17][C:18]1[C:22]2[C:23]([Cl:28])=[CH:24][C:25]([OH:27])=[CH:26][C:21]=2[S:20][C:19]=1[CH3:29].[CH3:31][C:32]1[C:37]([CH2:38]O)=[CH:36][CH:35]=[C:34]([C:40]([F:43])([F:42])[F:41])[N:33]=1.C1CCN(C(N=NC(N2CCCCC2)=O)=O)CC1>C1COCC1>[CH3:14][O:15][C:16](=[O:30])[CH2:17][C:18]1[C:22]2[C:23]([Cl:28])=[CH:24][C:25]([O:27][CH2:38][C:37]3[C:32]([CH3:31])=[N:33][C:34]([C:40]([F:43])([F:41])[F:42])=[CH:35][CH:36]=3)=[CH:26][C:21]=2[S:20][C:19]=1[CH3:29]. Procedure details: To a mixture of tri-n-butylphosphine (0.418 mL), methyl(4-chloro-6-hydroxy-2-methyl-1-benzothiophen-3-yl)acetate (151.2 mg) and (2-methyl-6-(trifluoromethyl)pyridin-3-yl)methanol (112 mg) and THF (5.0 mL) was added ADDP (423 mg) at room temperature. The mixture was stirred at room temperature under nitrogen atmosphere for 1 h. The mixture was concentrated. To the residue was added IPE and the precipitate was filtered off and the filtrate was concentrated in vacuo. The residue was purified by sil...